This data is from the Open Reaction Database (ORD), a public repository of structured organic reaction records. The task is: describe an organic reaction: reactants, conditions, products, and yield Starting materials: CCOCC, C[Mg+], [Cl-], O=Cc1ccc(OC(F)(F)F)cc1, [I-], [NH4+], O. Yields the product CC(O)c1ccc(OC(F)(F)F)cc1. RXN SMILES: [CH3:19][CH2:20][O:21][CH2:22][CH3:23].[CH3:2][Mg+:3].[Cl-:17].[F:4][C:5]([O:6][c:7]1[cH:8][cH:9][c:10]([CH:11]=[O:12])[cH:13][cH:14]1)([F:15])[F:16].[I-:1].[NH4+:18].[OH2:24]>>[CH3:2][CH:11]([c:10]1[cH:9][cH:8][c:7]([O:6][C:5]([F:4])([F:15])[F:16])[cH:14][cH:13]1)[OH:12]. Starting materials: ClC1=CC=C(C=C1)C(C(=O)O)C1=CC=C(C=C1)Cl (bis(4-chlorophenyl)acetic acid), NCCCN1CCC(CC1)C=1C=C(C=CC1)NC(CCC)=O (N-{3-[1-(3-aminopropyl)-4-piperidinyl]phenyl}butanamide). The product is ClC1=CC=C(C=C1)C(C(=O)NCCCN1CCC(CC1)C=1C=C(C=CC1)NC(CCC)=O)C1=CC=C(C=C1)Cl (N-{3-[1-(3-{[2,2-BIS(4-CHLOROPHENYL)ACETYL]AMINO}PROPYL)-4-PIPERIDINYL]PHENYL}BUTANAMIDE). As a reaction SMILES: [Cl:1][C:2]1[CH:7]=[CH:6][C:5]([CH:8]([C:12]2[CH:17]=[CH:16][C:15]([Cl:18])=[CH:14][CH:13]=2)[C:9]([OH:11])=O)=[CH:4][CH:3]=1.[NH2:19][CH2:20][CH2:21][CH2:22][N:23]1[CH2:28][CH2:27][CH:26]([C:29]2[CH:30]=[C:31]([NH:35][C:36](=[O:40])[CH2:37][CH2:38][CH3:39])[CH:32]=[CH:33][CH:34]=2)[CH2:25][CH2:24]1>>[Cl:18][C:15]1[CH:16]=[CH:17][C:12]([CH:8]([C:5]2[CH:4]=[CH:3][C:2]([Cl:1])=[CH:7][CH:6]=2)[C:9]([NH:19][CH2:20][CH2:21][CH2:22][N:23]2[CH2:28][CH2:27][CH:26]([C:29]3[CH:30]=[C:31]([NH:35][C:36](=[O:40])[CH2:37][CH2:38][CH3:39])[CH:32]=[CH:33][CH:34]=3)[CH2:25][CH2:24]2)=[O:11])=[CH:13][CH:14]=1. Procedure details: Example 53 was prepared from bis(4-chlorophenyl)acetic acid and N-{3-[1-(3-aminopropyl)-4-piperidinyl]phenyl}butanamide according to the procedures described in Scheme 10: 1H NMR (400 MHz, CDCl3) δ 7.67 (s, 1H), 7.58 (s, 1H), 7.49 (br s, 1H), 7.28–7.21 (m, 10H), 6.91 (m, 1H), 4.77 (s, 1H), 3.38 (dd, 2H, J=6.0, 11.6 Hz), 2.93 (d, 2H, J=11.6 Hz), 2.46 (m, 1H), 2.41 (t, 2H, J=6.0 Hz), 2.31 (t, 2H, J=7.2 Hz), 1.96 (dt, 2H, J=1.6, 12.0 Hz); 1.82–1.66 (m, 6H), 1.58–1.54 (m, 2H), 0.98 (t, 3H, J=7.6 Hz)... Reactants: NC[C@H]1N(CCC[C@H]1C)C(=O)C1=C(C(=CC=C1)C)C1=NC=CC=N1 (((2S,3R)-2-(aminomethyl)-3-methylpiperidin-1-yl)(3-methyl-2-(pyrimidin-2-yl)phenyl)methanone), ClC1=NC=C(C=N1)C(F)(F)F (2-chloro-5-(trifluoromethyl)pyrimidine). Yields the product C[C@H]1[C@H](N(CCC1)C(=O)C1=C(C(=CC=C1)C)C1=NC=CC=N1)CNC1=NC=C(C=N1)C(F)(F)F (((2S,3R)-3-Methyl-2-(((5-(trifluoromethyl)pyrimidin-2-yl)amino)methyl)piperidin-1-yl)(3-methyl-2-(pyrimidin-2-yl)phenyl)methanone). As a reaction SMILES: [NH2:1][CH2:2][C@@H:3]1[C@H:8]([CH3:9])[CH2:7][CH2:6][CH2:5][N:4]1[C:10]([C:12]1[CH:17]=[CH:16][CH:15]=[C:14]([CH3:18])[C:13]=1[C:19]1[N:24]=[CH:23][CH:22]=[CH:21][N:20]=1)=[O:11].Cl[C:26]1[N:31]=[CH:30][C:29]([C:32]([F:35])([F:34])[F:33])=[CH:28][N:27]=1>>[CH3:9][C@@H:8]1[CH2:7][CH2:6][CH2:5][N:4]([C:10]([C:12]2[CH:17]=[CH:16][CH:15]=[C:14]([CH3:18])[C:13]=2[C:19]2[N:20]=[CH:21][CH:22]=[CH:23][N:24]=2)=[O:11])[C@@H:3]1[CH2:2][NH:1][C:26]1[N:31]=[CH:30][C:29]([C:32]([F:35])([F:34])[F:33])=[CH:28][N:27]=1. Procedure: The title compound was prepared following the same general protocol as described for Example A298 using ((2S,3R)-2-(aminomethyl)-3-methylpiperidin-1-yl)(3-methyl-2-(pyrimidin-2-yl)phenyl)methanone and 2-chloro-5-(trifluoromethyl)pyrimidine. ESI-MS (m/z): 471 [M+1]+. Reactants: C(C)C(C(=O)C)C1=C(C(=O)C2=C(C=CC=C2)Cl)C=C(C(=C1)OC)OC (2-(1-ethylacetonyl)-4,5-dimethoxy-2'-chlorobenzophenone), Cl (hydrochloric acid), [OH-].[Na+] (sodium hydroxide), O.NN (hydrazine hydrate). The solvent is C(C)(=O)O (acetic acid), CO (methanol), O (water), O (water). Reaction conditions: temperature 95 celsius. The product is ClC1=C(C=CC=C1)C1=NN=C(C(C2=C1C=C(C(=C2)OC)OC)CC)C (1-(2-chlorophenyl)-4-methyl-5-ethyl-7,8-dimethoxy-5H-2,3-benzodiazepine). Reaction SMILES: [CH2:1]([CH:3]([C:7]1[CH:21]=[C:20]([O:22][CH3:23])[C:19]([O:24][CH3:25])=[CH:18][C:8]=1[C:9]([C:11]1[CH:16]=[CH:15][CH:14]=[CH:13][C:12]=1[Cl:17])=O)[C:4]([CH3:6])=O)[CH3:2].Cl.O.[NH2:28][NH2:29].[OH-].[Na+]>O.CO.C(O)(=O)C>[Cl:17][C:12]1[CH:13]=[CH:14][CH:15]=[CH:16][C:11]=1[C:9]1[C:8]2[CH:18]=[C:19]([O:24][CH3:25])[C:20]([O:22][CH3:23])=[CH:21][C:7]=2[CH:3]([CH2:1][CH3:2])[C:4]([CH3:6])=[N:29][N:28]=1 |f:2.3,4.5|. Reported procedure: A mixture of 10.37 g (28.9 mmoles) of 2-(1-ethylacetonyl)-4,5-dimethoxy-2'-chlorobenzophenone, 10.5 ml of glacial acetic acid and 2.65 ml of concentrated hydrochloric acid is heated to 95° C. under stirring. The mixture is cooled to 60° C., and 2.14 ml of 98% hydrazine hydrate are added to the mixture in portions, whereupon the temperature of the mixture raises to 85° C. After 30 minutes a solution of 1.44 g of sodium hydroxide in 4.5 ml of water is added to the mixture, followed by 10 ml of met... Starting materials: C(Cl)Cl (DCM), ClC1=C2C(=NC=C1)C=C(S2)C2=CN=CN2C (7-Chloro-2-(1-methyl-1H-imidazol-5-yl)thieno[3,2-b]pyridine), FC1=C(C=CC(=C1)[N+](=O)[O-])O (2-fluoro-4-nitrophenol), C(=O)([O-])[O-].[K+].[K+] (K2CO3). The solvent is O(C1=CC=CC=C1)C1=CC=CC=C1 (Ph2O). Conditions: temperature 190 celsius. The product is FC1=C(OC2=C3C(=NC=C2)C=C(S3)C3=CN=CN3C)C=CC(=C1)[N+](=O)[O-] (7-(2-Fluoro-4-nitrophenoxy)-2-(1-methyl-1H-imidazol-5-yl)thieno[3,2-b]pyridine). The yield is 42.6%. As a reaction SMILES: Cl[C:2]1[CH:7]=[CH:6][N:5]=[C:4]2[CH:8]=[C:9]([C:11]3[N:15]([CH3:16])[CH:14]=[N:13][CH:12]=3)[S:10][C:3]=12.[F:17][C:18]1[CH:23]=[C:22]([N+:24]([O-:26])=[O:25])[CH:21]=[CH:20][C:19]=1[OH:27].C([O-])([O-])=O.[K+].[K+].C(Cl)Cl>O(C1C=CC=CC=1)C1C=CC=CC=1>[F:17][C:18]1[CH:23]=[C:22]([N+:24]([O-:26])=[O:25])[CH:21]=[CH:20][C:19]=1[O:27][C:2]1[CH:7]=[CH:6][N:5]=[C:4]2[CH:8]=[C:9]([C:11]3[N:15]([CH3:16])[CH:14]=[N:13][CH:12]=3)[S:10][C:3]=12 |f:2.3.4|. Procedure details: A mixture of the compound 16 (1.52 g, 6.09 mmol), 2-fluoro-4-nitrophenol (3.87 g, 24.6 mmol) and K2CO3 (4.31 g, 31.2 mmol) in Ph2O (20 mL) was heated at 190° C. overnight. DCM (250 mL) was added to the resultant dark-brown mixture, which was then extracted with aqueous 1M HCl. The aqueous layer was collected, washed with DCM and basified with NH4OH. The resultant cloudy mixture was extracted with DCM. The organic phase was combined, filtered; the filtrate was washed with water, dried over anhydr... Starting materials: C(=O)(O)CC1=CC=C(CCCNC2=C(C=CC=C2)[C@H]2CC=3C=CC(=CC3CC2)OC(C(C)(C)C)=O)C=C1 (pivalic acid (R)-6-{2-[(4-carboxymethylbenzyl)ethylamino]phenyl}-5,6,7,8-tetrahydronaphthalen-2-yl ester), N1CCCCC1 (piperidine). Product: C(C)N(C1=C(C=CC=C1)[C@H]1CC=2C=CC(=CC2CC1)O)CC1=CC=C(C=C1)CCN1CCCCC1 ((R)-6-{2-{Ethyl[4-(2-piperidin-1-ylethyl)benzyl]amino}phenyl}-5,6,7,8-tetrahydronaphthalen-2-ol). Isolated yield 57.9%. RXN SMILES: C(CC1C=CC(C[CH2:10][CH2:11][NH:12][C:13]2[CH:18]=[CH:17][CH:16]=[CH:15][C:14]=2[C@@H:19]2[CH2:28][CH2:27][C:26]3[CH:25]=[C:24]([O:29]C(=O)C(C)(C)C)[CH:23]=[CH:22][C:21]=3[CH2:20]2)=CC=1)(O)=O.[NH:38]1[CH2:43][CH2:42][CH2:41][CH2:40][CH2:39]1>>[CH2:11]([N:12]([CH2:25][C:26]1[CH:27]=[CH:28][C:19]([CH2:14][CH2:13][N:38]2[CH2:43][CH2:42][CH2:41][CH2:40][CH2:39]2)=[CH:20][CH:21]=1)[C:13]1[CH:18]=[CH:17][CH:16]=[CH:15][C:14]=1[C@@H:19]1[CH2:28][CH2:27][C:26]2[CH:25]=[C:24]([OH:29])[CH:23]=[CH:22][C:21]=2[CH2:20]1)[CH3:10]. Reported procedure: Synthesized from pivalic acid (R)-6-{2-[(4-carboxymethylbenzyl)ethylamino]phenyl}-5,6,7,8-tetrahydronaphthalen-2-yl ester (28 mg) and piperidine (24 mg) according to an analogous synthetic method to Example 715 and purified by LC-MS, the title compound (7.6 mg) was obtained. The reactants are C(#N)C=1C=C(OCCNC(=O)C2=CC=C(C(=O)O)C=C2)C=CC1 (4-[N-[2-(3-cyanophenoxy)ethyl]carbamoyl]benzoic acid), C(C)NC (N-ethyl-N-methylamine), ON1N=NC2=C1C=CC=C2 (1-hydroxybenzotriazole), Cl.CN(CCCN=C=NCC)C (1-(3-dimethylaminopropyl)-3-ethylcarbodiimide hydrochloride), resultant mixture. Solvent: Cl (hydrochloric acid). Yields the product C(#N)C=1C=C(OCCNC(C2=CC=C(C=C2)C(N(CC)C)=O)=O)C=CC1 (N-[2-(3-cyanophenoxy)ethyl]-4-(N-methyl-N-ethylcarbamoyl)benzamide). As a reaction SMILES: [C:1]([C:3]1[CH:4]=[C:5]([CH:21]=[CH:22][CH:23]=1)[O:6][CH2:7][CH2:8][NH:9][C:10]([C:12]1[CH:20]=[CH:19][C:15]([C:16]([OH:18])=O)=[CH:14][CH:13]=1)=[O:11])#[N:2].[CH2:24]([NH:26][CH3:27])[CH3:25].ON1C2C=CC=CC=2N=N1.Cl.CN(C)CCCN=C=NCC>Cl>[C:1]([C:3]1[CH:4]=[C:5]([CH:21]=[CH:22][CH:23]=1)[O:6][CH2:7][CH2:8][NH:9][C:10](=[O:11])[C:12]1[CH:13]=[CH:14][C:15]([C:16](=[O:18])[N:26]([CH3:27])[CH2:24][CH3:25])=[CH:19][CH:20]=1)#[N:2] |f:3.4|. Procedure details: 258 mg (0.83 mmol) of 4-[N-[2-(3-cyanophenoxy)ethyl]carbamoyl]benzoic acid, 53 mg (0.9 mmol) of N-ethyl-N-methylamine, 129 mg (0.83 mmol) of 1-hydroxybenzotriazole (hydrous, 87%) and 159 mg (0.83 mmol) of 1-(3-dimethylaminopropyl)-3-ethylcarbodiimide hydrochloride were stirred in 10 ml of dichloro ee at room temperature overnight. The resultant mixture was diluted with 1 N hydrochloric acid. After the extraction with dichloromethane, the organic layer was washed with 1 N aqueous sodium hydroxide...